This data is from the Open Reaction Database (ORD), a public repository of structured organic reaction records. The task is: describe an organic reaction: reactants, conditions, products, and yield Starting materials: BrC1=CC(=C(S1)C1=C(N=C2N1N=C(C=C2C(CC)CC)C)C)C (3-(5-bromo-3-methyl-thiophen-2-yl)-8-(1-ethyl-propyl)-2,6-dimethyl-imidazo[1,2-b]pyridazine), IC=1C(=NOC1C)C (4-iodo-3,5-dimethyl-isoxazole), C1CCOC1 (THF). The reagents and catalysts are C1=CC=C(C=C1)P([C-]2C=CC=C2)C3=CC=CC=C3.C1=CC=C(C=C1)P([C-]2C=CC=C2)C3=CC=CC=C3.Cl[Pd]Cl.[Fe+2] (PdCl2(dppf)), [Zn] (zinc), [Zn] (zinc). The solvent is CCOC(=O)C (EtOAc). Run at temperature 50 celsius. Yields the product CC1=NOC(=C1C1=CC(=C(S1)C1=C(N=C2N1N=C(C=C2C(CC)CC)C)C)C)C (3-[5-(3,5-Dimethyl-isoxazol-4-yl)-3-methyl-thiophen-2-yl]-8-(1-ethyl-propyl)-2,6-dimethyl-imidazo[1,2-b]pyridazine). Yield: 71.1%. RXN SMILES: I[C:2]1[C:3]([CH3:8])=[N:4][O:5][C:6]=1[CH3:7].C1COCC1.Br[C:15]1[S:19][C:18]([C:20]2[N:24]3[N:25]=[C:26]([CH3:34])[CH:27]=[C:28]([CH:29]([CH2:32][CH3:33])[CH2:30][CH3:31])[C:23]3=[N:22][C:21]=2[CH3:35])=[C:17]([CH3:36])[CH:16]=1>CCOC(C)=O.[Zn].C1C=CC(P(C2C=CC=CC=2)[C-]2C=CC=C2)=CC=1.C1C=CC(P(C2C=CC=CC=2)[C-]2C=CC=C2)=CC=1.Cl[Pd]Cl.[Fe+2]>[CH3:8][C:3]1[C:2]([C:15]2[S:19][C:18]([C:20]3[N:24]4[N:25]=[C:26]([CH3:34])[CH:27]=[C:28]([CH:29]([CH2:32][CH3:33])[CH2:30][CH3:31])[C:23]4=[N:22][C:21]=3[CH3:35])=[C:17]([CH3:36])[CH:16]=2)=[C:6]([CH3:7])[O:5][N:4]=1 |f:5.6.7.8|. Reported procedure: To a flask of 4-iodo-3,5-dimethyl-isoxazole (0.34 g, 1.53 mmol) is added a solution of Rieke® zinc 5 g/100 mL in THF (3 mL, 2.29 mmol). The slurry is heated at a reflux for 4 hours, the zinc is allowed to settle and the solution transferred to a flask of 3-(5-bromo-3-methyl-thiophen-2-yl)-8-(1-ethyl-propyl)-2,6-dimethyl-imidazo[1,2-b]pyridazine (0.30 g, 0.76 mmol) and PdCl2(dppf) (0.028 g, 0.038 mmol). The solution is heated at 50° C. overnight, diluted with EtOAc (20 mL), washed with 0.1 M HCl ... Reactants: O (Water), C(C)(C)N(C(C)C)CC (N,N-Diisopropylethylamine), [N+](=O)([O-])C=1C=C(C=CC1)C1=C(CCCC1)CO ([2-(3-nitrophenyl)cyclohex-1-enyl]methanol), CS(=O)(=O)Cl (methanesulfonyl chloride). The solvent is ClCCl (dichloromethane). Run at time 8 hour. The product is ClCC1=C(CCCC1)C1=CC(=CC=C1)[N+](=O)[O-] (1-(2-chloromethylcyclohex-1-enyl)-3-nitrobenzene). Reaction SMILES: C(N(CC)C(C)C)(C)C.[N+:10]([C:13]1[CH:14]=[C:15]([C:19]2[CH2:24][CH2:23][CH2:22][CH2:21][C:20]=2[CH2:25]O)[CH:16]=[CH:17][CH:18]=1)([O-:12])=[O:11].CS([Cl:31])(=O)=O.O>ClCCl>[Cl:31][CH2:25][C:20]1[CH2:21][CH2:22][CH2:23][CH2:24][C:19]=1[C:15]1[CH:16]=[CH:17][CH:18]=[C:13]([N+:10]([O-:12])=[O:11])[CH:14]=1. Procedure details: N,N-Diisopropylethylamine (3.64 mL) was added to a solution of [2-(3-nitrophenyl)cyclohex-1-enyl]methanol obtained in Preparation Example 4-(2) (1.67 g) in dichloromethane (109 mL) in an ice bath. Then, methanesulfonyl chloride (668 μL) was added dropwise. The reaction mixture was warmed to room temperature and stirred overnight. Water was added to the reaction mixture, followed by extraction with ethyl acetate. The organic layer was dried over anhydrous magnesium sulfate. The drying agent was r... The reactants are CC1=CC(=NC=C1)C1=CC(=C(C=O)C=C1)[N+](=O)[O-] (4-(4-methylpyridin-2-yl)-2-nitrobenzaldehyde), C1(=CC=CC=C1)P(=C(C#N)C)(C1=CC=CC=C1)C1=CC=CC=C1 (2-(triphenylphosphoranylidene)propionitrile), S(=O)(=O)([O-])[O-].[Mg+2] (magnesium sulfate). The solvent is C1(=CC=CC=C1)C (toluene). Conditions: time 30 minute. Yields the product CC1=CC(=NC=C1)C1=CC(=C(C=C(C#N)C)C=C1)[N+](=O)[O-] (2-(4-(4-methylpyridin-2-yl)-2-nitrobenzylidene)propionitrile). Yield: 94.4%. RXN SMILES: [CH3:1][C:2]1[CH:7]=[CH:6][N:5]=[C:4]([C:8]2[CH:15]=[CH:14][C:11]([CH:12]=O)=[C:10]([N+:16]([O-:18])=[O:17])[CH:9]=2)[CH:3]=1.C1(P(C2C=CC=CC=2)(C2C=CC=CC=2)=[C:26]([CH3:29])[C:27]#[N:28])C=CC=CC=1.S([O-])([O-])(=O)=O.[Mg+2]>C1(C)C=CC=CC=1>[CH3:1][C:2]1[CH:7]=[CH:6][N:5]=[C:4]([C:8]2[CH:15]=[CH:14][C:11]([CH:12]=[C:26]([CH3:29])[C:27]#[N:28])=[C:10]([N+:16]([O-:18])=[O:17])[CH:9]=2)[CH:3]=1 |f:2.3|. Procedure details: A suspension of 4-(4-methylpyridin-2-yl)-2-nitrobenzaldehyde (203 mg) and 2-(triphenylphosphoranylidene)propionitrile (0.45 g) in toluene (10 ml) was refluxed for 3 hours. After cooling, to the reaction mixture were added magnesium sulfate and silica gel (10 g), and the suspension was stirred for 30 minutes. The solid was removed by filtration and washed with toluene (10 ml) three times. The combined filtrate was evaporated under reduced pressure to give 2-(4-(4-methylpyridin-2-yl)-2-nitrobenzyl... Reactants: product, C([O-])([O-])=O.[K+].[K+] (potassium carbonate), ClC=1N=NC(=CC1)C1=NC(=NO1)C (3-chloro-6-(3-methyl-1,2,4-oxadiazol-5-yl)pyridazine), FC1=CC=C(C=C1)N1C(OC2(C1)CCNCC2)=O (3-(4-fluorophenyl)-1-oxa-3,8-diazaspiro[4.5]decan-2-one). The product is FC1=CC=C(C=C1)N1C(OC2(C1)CCN(CC2)C=2N=NC(=CC2)C2=NC(=NO2)C)=O (3-(4-fluorophenyl)-8-[6-(3-methyl-1,2,4-oxadiazol-5-yl)pyridazin-3-yl]-1-oxa-3,8-diazaspiro[4.5]decan-2-one). RXN SMILES: Cl[C:2]1[N:3]=[N:4][C:5]([C:8]2[O:12][N:11]=[C:10]([CH3:13])[N:9]=2)=[CH:6][CH:7]=1.[F:14][C:15]1[CH:20]=[CH:19][C:18]([N:21]2[CH2:25][C:24]3([CH2:30][CH2:29][NH:28][CH2:27][CH2:26]3)[O:23][C:22]2=[O:31])=[CH:17][CH:16]=1.C(=O)([O-])[O-].[K+].[K+]>>[F:14][C:15]1[CH:20]=[CH:19][C:18]([N:21]2[CH2:25][C:24]3([CH2:26][CH2:27][N:28]([C:2]4[N:3]=[N:4][C:5]([C:8]5[O:12][N:11]=[C:10]([CH3:13])[N:9]=5)=[CH:6][CH:7]=4)[CH2:29][CH2:30]3)[O:23][C:22]2=[O:31])=[CH:17][CH:16]=1 |f:2.3.4|. Procedure details: The object product (24 mg, 58%) was obtained in the same manner as in Example 1 and using 3-chloro-6-(3-methyl-1,2,4-oxadiazol-5-yl)pyridazine (20 mg) obtained in Example 43(2), 3-(4-fluorophenyl)-1-oxa-3,8-diazaspiro[4.5]decan-2-one (25 mg) obtained in Example 30(3) and potassium carbonate (15 mg). The reactants are FC(C1=NC2=C(C=CC=C2C(N1)=O)C)(C1=NC=C(C=C1)F)F (2-[difluoro-(5-fluoro-pyridin-2-yl)-methyl]-8-methyl-3H-quinazolin-4-one), CCN(C(C)C)C(C)C (DIEA), O=P(Cl)(Cl)Cl (POCl3). Reaction conditions: temperature 115 celsius. Product: ClC1=NC(=NC2=C(C=CC=C12)C)C(C1=NC=C(C=C1)F)(F)F (4-chloro-2-[difluoro-(5-fluoro-pyridin-2-yl)-methyl]-8-methyl-quinazoline). The yield is 98.4%. As a reaction SMILES: [F:1][C:2]([F:22])([C:15]1[CH:20]=[CH:19][C:18]([F:21])=[CH:17][N:16]=1)[C:3]1[NH:12][C:11](=O)[C:10]2[C:5](=[C:6]([CH3:14])[CH:7]=[CH:8][CH:9]=2)[N:4]=1.CCN(C(C)C)C(C)C.O=P(Cl)(Cl)[Cl:34]>>[Cl:34][C:11]1[C:10]2[C:5](=[C:6]([CH3:14])[CH:7]=[CH:8][CH:9]=2)[N:4]=[C:3]([C:2]([F:22])([F:1])[C:15]2[CH:20]=[CH:19][C:18]([F:21])=[CH:17][N:16]=2)[N:12]=1. Reported procedure: To 2-[difluoro-(5-fluoro-pyridin-2-yl)-methyl]-8-methyl-3H-quinazolin-4-one (0.23 g, 0.76 mmol) were added DIEA (0.27 mL, 1.5 mmol) and POCl3 (5 mL, 55 mmol) and the mixture was heated at 115° C. for 6 h. The mixture was allowed to cool to rt and the mixture was concentrated under reduced pressure. The residue was treated with toluene and concentrated to dryness twice. The residue was partitioned between EtOAc (20 mL) and cold saturated aq NaHCO3 (10 mL). The separated EtOAc layer was diluted wi...